Dataset: the Open Reaction Database (ORD), a public repository of structured organic reaction records. Task: describe an organic reaction: reactants, conditions, products, and yield As a reaction SMILES: [CH3:1][O:2][N:3]=[CH:4][c:5]1[cH:6][c:7]([OH:14])[c:8]([N+:11](=[O:12])[O-:13])[cH:9][cH:10]1.[CH3:31][CH2:32][O:33][C:34](=[O:35])[CH3:36].[CH3:37][N:38]([CH3:39])[CH:40]=[O:41].[CH:20]([CH3:21])([CH3:22])[Si:23]([CH:24]([CH3:25])[CH3:26])([CH:27]([CH3:28])[CH3:29])[Cl:30].[nH:15]1[cH:16][cH:17][n:18][cH:19]1>>[CH3:1][O:2][N:3]=[CH:4][c:5]1[cH:6][c:7]([O:14][Si:23]([CH:20]([CH3:21])[CH3:22])([CH:24]([CH3:25])[CH3:26])[CH:27]([CH3:28])[CH3:29])[c:8]([N+:11](=[O:12])[O-:13])[cH:9][cH:10]1. Starting materials: CON=Cc1ccc([N+](=O)[O-])c(O)c1, CCOC(C)=O, CN(C)C=O, CC(C)[Si](Cl)(C(C)C)C(C)C, c1c[nH]cn1. The product is CON=Cc1ccc([N+](=O)[O-])c(O[Si](C(C)C)(C(C)C)C(C)C)c1. Reactants: COc2cc1cc(OC(=O)C(C)(C)C)ccc1cc2c3ccccc3 (substrate), O=C=O (effective_coupling_partner). The reagents and catalysts are dppf. Run at temperature 80 celsius, time 48 hour. The product is COc2cc1cc(C(=O)O)ccc1cc2c3ccccc3. Product: COC(=O)C1=C(N=C2N1C=C(N=C2Br)C)CC (8-Bromo-2-ethyl-6-methylimidazo[1,2-a]pyrazine-3-carboxylic Acid Methyl Ester). Reported procedure: 3-Bromo-5-methyl-2-pyrazineamine (3.5 g, 18.6 mmol) and methyl 2-chloro-3-oxopentanoate (6.7 mL, 48.6 mmol) were mixed, and the mixture was heated under stirring at 130° C. for 1 hour. After being allowed to cool, the unnecessary materials were filtered off and washed with ethyl acetate, and then the filtrates were combined and evaporated. The resulting residue was purified by silica gel column chromatography (n-hexane:ethyl acetate=3:1) to give the title compound (0.32 g) as pale yellow crystal... Starting materials: BrC=1C(=NC=C(N1)C)N (3-Bromo-5-methyl-2-pyrazineamine), ClC(C(=O)OC)C(CC)=O (methyl 2-chloro-3-oxopentanoate). Conditions: temperature 130 celsius, time 1 hour. Reaction SMILES: [Br:1][C:2]1[C:3]([NH2:9])=[N:4][CH:5]=[C:6]([CH3:8])[N:7]=1.Cl[CH:11]([C:16](=O)[CH2:17][CH3:18])[C:12]([O:14][CH3:15])=[O:13]>>[CH3:15][O:14][C:12]([C:11]1[N:4]2[CH:5]=[C:6]([CH3:8])[N:7]=[C:2]([Br:1])[C:3]2=[N:9][C:16]=1[CH2:17][CH3:18])=[O:13]. Isolated yield 5.8%. Reactants: C(C)OC(=O)N1C(\C(\C2=CC=C(C=C12)Cl)=C/C1=CC(=CC=C1)Cl)=O (Z-6-chloro-3-(3-chloro-benzylidene)-2-oxo-2,3-dihydro-indole-1-carboxylic acid ethyl ester), ClC1=C(C=CC=C1)C=NC(=C)O[Si](C)(C)C (1-(2-chlorophenyl)-3-trimethylsilyoxy-2-aza-1,3-butadiene). The solvent is C1(=CC=CC=C1)C (toluene). Product: C(C)OC(=O)N1C(C2(C(NC(CC2C2=CC(=CC=C2)Cl)=O)C2=C(C=CC=C2)Cl)C2=CC=C(C=C12)Cl)=O (racemic (2′R,3R,4′S)-6-chloro-2′-(2-chlorophenyl)-4′-(3-chlorophenyl)-2,3-dihydro-2,6′-dioxospiro[indole-3,3′-piperidine]-1-carboxylic acid ethyl ester). Yield: 67.1%. As a reaction SMILES: [CH2:1]([O:3][C:4]([N:6]1[C:14]2[C:9](=[CH:10][CH:11]=[C:12]([Cl:15])[CH:13]=2)/[C:8](=[CH:16]/[C:17]2[CH:22]=[CH:21][CH:20]=[C:19]([Cl:23])[CH:18]=2)/[C:7]1=[O:24])=[O:5])[CH3:2].[Cl:25][C:26]1[CH:31]=[CH:30][CH:29]=[CH:28][C:27]=1[CH:32]=[N:33][C:34]([O:36][Si](C)(C)C)=[CH2:35]>C1(C)C=CC=CC=1>[CH2:1]([O:3][C:4]([N:6]1[C:14]2[C:9](=[CH:10][CH:11]=[C:12]([Cl:15])[CH:13]=2)[C:8]2([CH:16]([C:17]3[CH:22]=[CH:21][CH:20]=[C:19]([Cl:23])[CH:18]=3)[CH2:35][C:34](=[O:36])[NH:33][CH:32]2[C:27]2[CH:28]=[CH:29][CH:30]=[CH:31][C:26]=2[Cl:25])[C:7]1=[O:24])=[O:5])[CH3:2]. Procedure: In a manner similar to the method described in example 4c, E/Z-6-chloro-3-(3-chloro-benzylidene)-2-oxo-2,3-dihydro-indole-1-carboxylic acid ethyl ester (0.31 g, 0.85 mmol) prepared in example 4b was reacted with 1-(2-chlorophenyl)-3-trimethylsilyoxy-2-aza-1,3-butadiene (2.1 g, 8.27 mmol) prepared in example 16a, in toluene to give racemic (2′R,3R,4′S)-6-chloro-2′-(2-chlorophenyl)-4′-(3-chlorophenyl)-2,3-dihydro-2,6′-dioxospiro[indole-3,3′-piperidine]-1-carboxylic acid ethyl ester as a yellow gum... Starting materials: solution, ClC1=C(C=CC(=C1)CO)C1=CC(=CC=C1)C#N (2′-Chloro-4′-hydroxymethyl-biphenyl-3-carbonitrile), C([O-])([O-])=O.[K+].[K+] (potassium carbonate), OO (hydrogen peroxide), O (water). Run in CS(=O)C (dimethylsulfoxide). Conditions: time 18 hour. The product is ClC1=C(C=CC(=C1)CO)C1=CC(=CC=C1)C(=O)N (2′-Chloro-4′-hydroxymethyl-biphenyl-3-carboxylic acid amide). Reaction SMILES: [Cl:1][C:2]1[CH:7]=[C:6]([CH2:8][OH:9])[CH:5]=[CH:4][C:3]=1[C:10]1[CH:15]=[CH:14][CH:13]=[C:12]([C:16]#[N:17])[CH:11]=1.C(=O)([O-])[O-:19].[K+].[K+].OO.O>CS(C)=O>[Cl:1][C:2]1[CH:7]=[C:6]([CH2:8][OH:9])[CH:5]=[CH:4][C:3]=1[C:10]1[CH:15]=[CH:14][CH:13]=[C:12]([C:16]([NH2:17])=[O:19])[CH:11]=1 |f:1.2.3|. Procedure details: 2′-Chloro-4′-hydroxymethyl-biphenyl-3-carbonitrile (I-6c) was dissolved in 50 mL of dimethylsulfoxide and treated with potassium carbonate (2.8 g) followed by an aqueous hydrogen peroxide solution (10 mL of a 30% solution). After 18 hours, the reaction mixture was combined with 200 mL of water and extracted with ethyl acetate. The organic layer was washed twice with water, dried over magnesium sulfate, filtered and concentrated under reduced pressure to afford the title compound (I-6d). The reactants are BrB(Br)Br, COc1cc(-n2c(CC3CCN(C(=O)C4CC4)C3)n[nH]c2=O)ccc1Br, ClCCl. Yields the product O=C(C1CC1)N1CCC(Cc2n[nH]c(=O)n2-c2ccc(Br)c(O)c2)C1. As a reaction SMILES: [B:27]([Br:28])([Br:29])[Br:30].[Br:1][c:2]1[c:3]([O:25][CH3:26])[cH:4][c:5](-[n:8]2[c:9](=[O:24])[nH:10][n:11][c:12]2[CH2:13][CH:14]2[CH2:15][N:16]([C:19](=[O:20])[CH:21]3[CH2:22][CH2:23]3)[CH2:17][CH2:18]2)[cH:6][cH:7]1.[Cl:31][CH2:32][Cl:33]>>[Br:1][c:2]1[c:3]([OH:25])[cH:4][c:5](-[n:8]2[c:9](=[O:24])[nH:10][n:11][c:12]2[CH2:13][CH:14]2[CH2:15][N:16]([C:19](=[O:20])[CH:21]3[CH2:22][CH2:23]3)[CH2:17][CH2:18]2)[cH:6][cH:7]1. Reactants: CCC(Nc1nccc(-c2cc(F)c(OC)cc2Cl)c1[N+](=O)[O-])C1CC1, Cl[Sn]Cl. Yields the product CCC(Nc1nccc(-c2cc(F)c(OC)cc2Cl)c1N)C1CC1. As a reaction SMILES: [Cl:1][c:2]1[c:3](-[c:11]2[c:12]([N+:24]([O-:25])=[O:26])[c:13]([NH:17][CH:18]([CH2:19][CH3:20])[CH:21]3[CH2:22][CH2:23]3)[n:14][cH:15][cH:16]2)[cH:4][c:5]([F:10])[c:6]([O:8][CH3:9])[cH:7]1.[Sn:27]([Cl:28])[Cl:29]>>[Cl:1][c:2]1[c:3](-[c:11]2[c:12]([NH2:24])[c:13]([NH:17][CH:18]([CH2:19][CH3:20])[CH:21]3[CH2:22][CH2:23]3)[n:14][cH:15][cH:16]2)[cH:4][c:5]([F:10])[c:6]([O:8][CH3:9])[cH:7]1. The reactants are CCCc1nc(C)c(Br)c(=O)n1Cc1ccc(-c2ccccc2C#N)c(F)c1, O=C([O-])[O-], C1COCCO1, CCOC(C)=O, CC(C)Oc1ccc(B(O)O)cc1, [Cs+], [Cs+]. Product: CCCc1nc(C)c(-c2ccc(OC(C)C)cc2)c(=O)n1Cc1ccc(-c2ccccc2C#N)c(F)c1. RXN SMILES: [Br:1][c:2]1[c:3]([CH3:28])[n:4][c:5]([CH2:25][CH2:26][CH3:27])[n:6]([CH2:9][c:10]2[cH:11][c:12]([F:24])[c:13](-[c:16]3[c:17]([C:22]#[N:23])[cH:18][cH:19][cH:20][cH:21]3)[cH:14][cH:15]2)[c:7]1=[O:8].[C:42](=[O:43])([O-:44])[O-:45].[CH2:48]1[O:49][CH2:50][CH2:51][O:52][CH2:53]1.[CH3:54][CH2:55][O:56][C:57](=[O:58])[CH3:59].[CH:29]([CH3:30])([CH3:31])[O:32][c:33]1[cH:34][cH:35][c:36]([B:39]([OH:40])[OH:41])[cH:37][cH:38]1.[Cs+:46].[Cs+:47]>>[c:2]1(-[c:36]2[cH:35][cH:34][c:33]([O:32][CH:29]([CH3:30])[CH3:31])[cH:38][cH:37]2)[c:3]([CH3:28])[n:4][c:5]([CH2:25][CH2:26][CH3:27])[n:6]([CH2:9][c:10]2[cH:11][c:12]([F:24])[c:13](-[c:16]3[c:17]([C:22]#[N:23])[cH:18][cH:19][cH:20][cH:21]3)[cH:14][cH:15]2)[c:7]1=[O:8]. Starting materials: BrC=1C(=CC2=C(C(C3=NC=CC=C3CO2)=C2CCN(CC2)C(=O)OCC)C1)Cl (ethyl 4-(9-bromo-8-chloro-5,11-dihydro[1]benzoxepino[4,3-b]pyridin-1 1-ylidene)-1-piperidine-carboxylate), [NH4+].[OH-] (NH4OH). Solvent: Cl (HCl). Run at temperature 0 celsius. Product: BrC=1C(=CC2=C(C(C3=NC=CC=C3CO2)=C2CCNCC2)C1)Cl (4-(9-bromo-8-chloro-5,11-dihydro[1]benzoxepino[4,3-b]pyridin-11-ylidene)-piperidine). Isolated yield 93.0%. As a reaction SMILES: [Br:1][C:2]1[C:3]([Cl:28])=[CH:4][C:5]2[O:15][CH2:14][C:13]3[C:8](=[N:9][CH:10]=[CH:11][CH:12]=3)[C:7](=[C:16]3[CH2:21][CH2:20][N:19](C(OCC)=O)[CH2:18][CH2:17]3)[C:6]=2[CH:27]=1.[NH4+].[OH-]>Cl>[Br:1][C:2]1[C:3]([Cl:28])=[CH:4][C:5]2[O:15][CH2:14][C:13]3[C:8](=[N:9][CH:10]=[CH:11][CH:12]=3)[C:7](=[C:16]3[CH2:17][CH2:18][NH:19][CH2:20][CH2:21]3)[C:6]=2[CH:27]=1 |f:1.2|. Procedure: A solution of ethyl 4-(9-bromo-8-chloro-5,11-dihydro[1]benzoxepino[4,3-b]pyridin-1 1-ylidene)-1-piperidine-carboxylate (0.6 g, 1.29 mmol) in conc. HCl (5 ml) was stirred at 80° C. overnight. The reaction mixture was cooled to 0° C., basified with conc. NH4OH, and extracted with methylene chloride (2×100 ml). The organic layer was separated, washed with water (20 ml), dried (MgSO4), filtered and evaporated, yielding an oil which was chromatographed on silica gel and eluted with 10%methanol/ethyla... The reactants are Cc1cc(Br)cc(C)c1Oc1cc(Nc2ccc(C#N)cc2)c([N+](=O)[O-])cc1[N+](=O)[O-], O=C([O-])[O-], Cc1cc(C)c(N)c(C)c1, [K+], [K+]. Yields the product Cc1cc(C)c(Oc2cc(Nc3ccc(C#N)cc3)c([N+](=O)[O-])cc2[N+](=O)[O-])c(C)c1. Reaction SMILES: [C:1](#[N:2])[c:3]1[cH:4][cH:5][c:6]([NH:9][c:10]2[c:11]([N+:29](=[O:30])[O-:31])[cH:12][c:13]([N+:26](=[O:27])[O-:28])[c:14]([O:16][c:17]3[c:18]([CH3:25])[cH:19][c:20]([Br:24])[cH:21][c:22]3[CH3:23])[cH:15]2)[cH:7][cH:8]1.[C:42](=[O:43])([O-:44])[O-:45].[CH3:32][c:33]1[cH:34][c:35]([CH3:36])[cH:37][c:38]([CH3:39])[c:40]1[NH2:41].[K+:46].[K+:47]>>[C:1](#[N:2])[c:3]1[cH:4][cH:5][c:6]([NH:9][c:10]2[c:11]([N+:29](=[O:30])[O-:31])[cH:12][c:13]([N+:26](=[O:27])[O-:28])[c:14]([O:16][c:17]3[c:18]([CH3:25])[cH:19][c:20]([CH3:32])[cH:21][c:22]3[CH3:23])[cH:15]2)[cH:7][cH:8]1.